From a dataset of the Open Reaction Database (ORD), a public repository of structured organic reaction records. describe an organic reaction: reactants, conditions, products, and yield The solvent is C1CCOC1.C(C)O (THF ethanol). Procedure details: NaOH (3N, 6.9 ml) was added to a solution of 1-methyl-5-(2-phenyl-imidazo[1,2-a]pyrimidin-7-ylcarbamoyl)-1H-pyrazole-4-carboxylic acid ethyl ester (2.70 g, 6.9 mmol) in THF/ethanol=1:1 (40 ml), an the mixture was stirred at RT overnight. Water (10 ml) and HCl (conc., approx. 3 ml) were added to the cooled (0° C.) mixture, until the mixture had a pH of 3. The suspension was stirred for 15 min, and filtered. The precipitate was washed with a small amount of water, and dried under vacuum. The thus ... Product: CN1N=CC(=C1C(NC1=NC=2N(C=C1)C=C(N2)C2=CC=CC=C2)=O)C(=O)O (1-Methyl-5-(2-phenyl-imidazo[1,2-a]pyrimidin-7-ylcarbamoyl)-1H-pyrazole-4-carboxylic acid). Reaction conditions: time 8 hour. The reactants are [OH-].[Na+] (NaOH), C(C)OC(=O)C=1C=NN(C1C(NC1=NC=2N(C=C1)C=C(N2)C2=CC=CC=C2)=O)C (1-methyl-5-(2-phenyl-imidazo[1,2-a]pyrimidin-7-ylcarbamoyl)-1H-pyrazole-4-carboxylic acid ethyl ester), O (Water), Cl (HCl). As a reaction SMILES: [OH-].[Na+].C([O:5][C:6]([C:8]1[CH:9]=[N:10][N:11]([CH3:31])[C:12]=1[C:13](=[O:30])[NH:14][C:15]1[CH:20]=[CH:19][N:18]2[CH:21]=[C:22]([C:24]3[CH:29]=[CH:28][CH:27]=[CH:26][CH:25]=3)[N:23]=[C:17]2[N:16]=1)=[O:7])C.O.Cl>C1COCC1.C(O)C>[CH3:31][N:11]1[C:12]([C:13](=[O:30])[NH:14][C:15]2[CH:20]=[CH:19][N:18]3[CH:21]=[C:22]([C:24]4[CH:29]=[CH:28][CH:27]=[CH:26][CH:25]=4)[N:23]=[C:17]3[N:16]=2)=[C:8]([C:6]([OH:7])=[O:5])[CH:9]=[N:10]1 |f:0.1,5.6|. Starting materials: [H-].[Al+3].[Li+].[H-].[H-].[H-] (lithium aluminium hydride), C1C(CC2=CC=CC=C12)NC(=O)OCC (ethyl indan-2-carbamate). Run in O1CCCC1 (tetrahydrofuran), same solvent. Yields the product CNC1CC2=CC=CC=C2C1 (2-(N-methyl)aminoindan). Yield: 221.8%. As a reaction SMILES: [H-].[Al+3].[Li+].[H-].[H-].[H-].[CH2:7]1[C:15]2[C:10](=[CH:11][CH:12]=[CH:13][CH:14]=2)[CH2:9][CH:8]1[NH:16][C:17](OCC)=O>O1CCCC1>[CH3:17][NH:16][CH:8]1[CH2:9][C:10]2[C:15](=[CH:14][CH:13]=[CH:12][CH:11]=2)[CH2:7]1 |f:0.1.2.3.4.5|. Procedure: To a suspension of 1.13 g (30 mmol) of anhydrous lithium aluminium hydride in 150 ml of tetrahydrofuran was added a solution of 2.2 g of ethyl indan-2-carbamate in 50 ml of the same solvent. The mixture was heated to reflux, allowed to cool, hydrolysed with an excess of aqueous 1N sodium hydroxide solution, and the mixture was filtered, concentrated and distilled at about 100 Pa at 150° C. 3.5 g of oil were obtained. The product is COc1cc(C(=O)CBr)ccc1OC(C)=O. As a reaction SMILES: [BrH:23].[C:1]([CH3:2])(=[O:3])[O:4][c:5]1[c:6]([O:14][CH3:15])[cH:7][c:8]([C:11](=[O:12])[Cl:13])[cH:9][cH:10]1.[CH3:16][Si:17]([CH:18]=[N+:19]=[N-:20])([CH3:21])[CH3:22].[CH3:27][CH2:28][CH2:29][CH2:30][CH2:31][CH3:32].[CH3:33][C:34](=[O:35])[OH:36].[Cl:24][CH2:25][Cl:26]>>[C:1]([CH3:2])(=[O:3])[O:4][c:5]1[c:6]([O:14][CH3:15])[cH:7][c:8]([C:11](=[O:12])[CH2:16][Br:23])[cH:9][cH:10]1. Reactants: Br, COc1cc(C(=O)Cl)ccc1OC(C)=O, C[Si](C)(C)C=[N+]=[N-], CCCCCC, CC(=O)O, ClCCl. Starting materials: ClCCl, CC#N, CC(C)(NC(=O)c1cc(Cl)cc(Cl)c1)C(=O)CCl, N#C[Na], C1COCCOCCOCCOCCOCCO1, O. Yields the product CC(C)(NC(=O)c1cc(Cl)cc(Cl)c1)C(=O)CC#N. RXN SMILES: [CH2:44]([Cl:45])[Cl:46].[CH3:41][C:42]#[N:43].[Cl:1][CH2:2][C:3]([C:4]([CH3:5])([CH3:6])[NH:7][C:8]([c:9]1[cH:10][c:11]([Cl:16])[cH:12][c:13]([Cl:15])[cH:14]1)=[O:17])=[O:18].[Na:19][C:20]#[N:21].[O:22]1[CH2:23][CH2:24][O:25][CH2:26][CH2:27][O:28][CH2:29][CH2:30][O:31][CH2:32][CH2:33][O:34][CH2:35][CH2:36][O:37][CH2:38][CH2:39]1.[OH2:40]>>[CH2:2]([C:3]([C:4]([CH3:5])([CH3:6])[NH:7][C:8]([c:9]1[cH:10][c:11]([Cl:16])[cH:12][c:13]([Cl:15])[cH:14]1)=[O:17])=[O:18])[C:20]#[N:21].